The task is: describe an organic reaction: reactants, conditions, products, and yield. This data is from the Open Reaction Database (ORD), a public repository of structured organic reaction records. Reactants: Cn1c(=O)cc(CCBr)c2ccccc21, CCCCCC, CN(C)C=O, c1ccc2c(C3CCNCC3)c[nH]c2c1, [Na+], O=C([O-])O, c1ccccc1. The product is Cn1c(=O)cc(CCN2CCC(c3c[nH]c4ccccc34)CC2)c2ccccc21. RXN SMILES: [Br:1][CH2:2][CH2:3][c:4]1[cH:5][c:6](=[O:15])[n:7]([CH3:14])[c:8]2[cH:9][cH:10][cH:11][cH:12][c:13]12.[CH3:36][CH2:37][CH2:38][CH2:39][CH2:40][CH3:41].[CH3:48][N:49]([CH3:50])[CH:51]=[O:52].[NH:16]1[CH2:17][CH2:18][CH:19]([c:22]2[cH:23][nH:24][c:25]3[cH:26][cH:27][cH:28][cH:29][c:30]23)[CH2:20][CH2:21]1.[Na+:31].[OH:32][C:33](=[O:34])[O-:35].[cH:42]1[cH:43][cH:44][cH:45][cH:46][cH:47]1>>[CH2:2]([CH2:3][c:4]1[cH:5][c:6](=[O:15])[n:7]([CH3:14])[c:8]2[cH:9][cH:10][cH:11][cH:12][c:13]12)[N:16]1[CH2:17][CH2:18][CH:19]([c:22]2[cH:23][nH:24][c:25]3[cH:26][cH:27][cH:28][cH:29][c:30]23)[CH2:20][CH2:21]1. Starting materials: O (water), C(=O)([O-])[O-].[K+].[K+] (K2CO3), BrC1=C(C(=O)OCC)C=CC(=C1O)Br (ethyl 2,4-dibromo-3-hydroxybenzoate), C(CC)N(C(CCl)=O)CCC (N,N-di-n-propylchloroacetamide). Run in CC(=O)C (acetone). Product: BrC1=C(C(=O)OCC)C=CC(=C1OCC(=O)N(CCC)CCC)Br (ethyl 2,4-dibromo-3-(N,N-di-n-propylaminocarbonylmethoxy)benzoate). Reaction SMILES: C([O-])([O-])=O.[K+].[K+].[Br:7][C:8]1[C:18]([OH:19])=[C:17]([Br:20])[CH:16]=[CH:15][C:9]=1[C:10]([O:12][CH2:13][CH3:14])=[O:11].[CH2:21]([N:24]([CH2:29][CH2:30][CH3:31])[C:25](=[O:28])[CH2:26]Cl)[CH2:22][CH3:23].O>CC(C)=O>[Br:7][C:8]1[C:18]([O:19][CH2:26][C:25]([N:24]([CH2:29][CH2:30][CH3:31])[CH2:21][CH2:22][CH3:23])=[O:28])=[C:17]([Br:20])[CH:16]=[CH:15][C:9]=1[C:10]([O:12][CH2:13][CH3:14])=[O:11] |f:0.1.2|. Procedure: 0.853 g of K2CO3, 0.154 g of KI and 1.000 g of ethyl 2,4-dibromo-3-hydroxybenzoate were introduced in 10 ml of acetone. At RT 0.783 g of N,N-di-n-propylchloroacetamide was added. The mixture was then heated at reflux for 4 hours. It was subsequently poured into water and extracted with diisopropyl ether. The organic phases were washed with water, dried over Na2SO4 and concentrated. Chromatography on silica gel (eluent: n-heptane/ethyl acetate) gave ethyl 2,4-dibromo-3-(N,N-di-n-propylaminocarbon... Starting materials: CC(C)(C)OC(=O)N1CCn2c(Br)nc(C(=O)O)c2C1, CNC(=O)C(NC(=O)c1nc(-c2ccccc2)n2c1CNCC2)C(C)(C)C, CNC(=O)C(N)C(C)(C)C. Product: CNC(=O)C(NC(=O)c1nc(Br)n2c1CN(C(=O)OC(C)(C)C)CC2)C(C)(C)C. RXN SMILES: [Br:38][c:39]1[n:40][c:41]([C:55](=[O:56])[OH:57])[c:42]2[n:43]1[CH2:44][CH2:45][N:46]([C:48](=[O:49])[O:50][C:51]([CH3:52])([CH3:53])[CH3:54])[CH2:47]2.[CH3:1][C:2]([CH3:3])([CH3:4])[CH:5]([NH:6][C:7]([c:8]1[n:9][c:10](-[c:11]2[cH:12][cH:13][cH:14][cH:15][cH:16]2)[n:17]2[c:22]1[CH2:21][NH:20][CH2:19][CH2:18]2)=[O:23])[C:24]([NH:25][CH3:26])=[O:27].[CH3:28][NH:29][C:30]([CH:31]([NH2:32])[C:33]([CH3:34])([CH3:35])[CH3:36])=[O:37]>>[CH3:28][NH:29][C:30]([CH:31]([NH:32][C:55]([c:41]1[n:40][c:39]([Br:38])[n:43]2[c:42]1[CH2:47][N:46]([C:48](=[O:49])[O:50][C:51]([CH3:52])([CH3:53])[CH3:54])[CH2:45][CH2:44]2)=[O:56])[C:33]([CH3:34])([CH3:35])[CH3:36])=[O:37]. The reactants are C(C)(C)(CC)OO (tert-amyl hydroperoxide), C(C(C)(C)C)(=O)Cl (pivaloyl chloride), [OH-].[K+] (potassium hydroxide), [OH-].[Na+] (sodium hydroxide). Solvent: O (water), O (water), O (water), O (water). The product is C(C(C)(C)C)(=O)OOC(C)(C)CC (tert-amyl peroxypivalate). RXN SMILES: [C:1]([O:6][OH:7])([CH2:4][CH3:5])([CH3:3])[CH3:2].[OH-].[K+].[OH-].[Na+].[C:12](Cl)(=[O:17])[C:13]([CH3:16])([CH3:15])[CH3:14]>O>[C:12]([O:7][O:6][C:1]([CH2:4][CH3:5])([CH3:3])[CH3:2])(=[O:17])[C:13]([CH3:16])([CH3:15])[CH3:14] |f:1.2,3.4|. Procedure details: The reaction is effected in a reactor arrangement of a first reactor of type D with two reactors of type B connected downstream in series. 0.26 kg/l·h of an 88% by weight solution of tert-amyl hydroperoxide in water, 0.47 kg/l·h of a 25% by weight solution of potassium hydroxide in water, 0.50 kg/l·h of a 25% by weight solution of sodium hydroxide in water and 0.26 kg/l·h of pivaloyl chloride are fed to the first reactor. The metering rates are based on the total volume of the reactor arrangemen...